This data is from the Open Reaction Database (ORD), a public repository of structured organic reaction records. The task is: describe an organic reaction: reactants, conditions, products, and yield Starting materials: C(C)(=O)NCCC1=COC2=C1C=C(C=C2)C(=O)Cl (3-[2-(Acetylamino)ethyl]-1-benzofuran-5-carboxylic acid chloride), [N-]=[N+]=[N-].[Na+] (sodium azide), FC(C(=O)O)(F)F (trifluoroacetic acid), C([O-])([O-])=O.[K+].[K+] (potassium carbonate). Reagents/catalysts: [Br-].C(CCC)[N+](CCCC)(CCCC)CCCC (tetrabutylammonium bromide). The solvent is ClCCl (dichloromethane), O (water), O (water). Run at temperature 0 celsius, time 2 hour. Yields the product NC=1C=CC2=C(C(=CO2)CCNC(C)=O)C1 (N-[2-(5-Amino-1-benzofuran-3-yl)ethyl]acetamide). As a reaction SMILES: [C:1]([NH:4][CH2:5][CH2:6][C:7]1[C:11]2[CH:12]=[C:13](C(Cl)=O)[CH:14]=[CH:15][C:10]=2[O:9][CH:8]=1)(=[O:3])[CH3:2].[N-:19]=[N+]=[N-].[Na+].FC(F)(F)C(O)=O.C(=O)([O-])[O-].[K+].[K+]>ClCCl.[Br-].C([N+](CCCC)(CCCC)CCCC)CCC.O>[NH2:19][C:13]1[CH:14]=[CH:15][C:10]2[O:9][CH:8]=[C:7]([CH2:6][CH2:5][NH:4][C:1](=[O:3])[CH3:2])[C:11]=2[CH:12]=1 |f:1.2,4.5.6,8.9|. Reported procedure: A solution of the product obtained in Step F (20 mmol) in dichloromethane (30 ml) containing tetrabutylammonium bromide (20 mg) is cooled in an ice-bath. After the addition of sodium azide (25 mmol) dissolved in 5 ml of water, the solution is stirred vigorously at 0° C. for 2 hours. The organic phase is separated off, washed with water (2×5 ml) and dried over magnesium sulphate. After filtration, trifluoroacetic acid (30 mmol) is added and the solution is stirred under reflux for 60 hours. After...